This data is from the Open Reaction Database (ORD), a public repository of structured organic reaction records. The task is: describe an organic reaction: reactants, conditions, products, and yield The reactants are COC([C@@H](NC([C@H](NC([C@@H](N)CC1=CC=C(C=C1)OCC1=CC=CC=C1)=O)C)=O)CC(C)C)=O (O-benzyl-L-tyrosyl-D-alanyl-L-leucine methyl ester), C1(CCCCC1)N=C=NC1CCCCC1 (dicyclohexylcarbodiimide), FC(C(=O)O)(F)F.COC([C@@H](NC([C@H](NC([C@@H](N)CC1=CC=C(C=C1)OCC1=CC=CC=C1)=O)C)=O)CC(C)C)=O (O-benzyl-L-tyrosyl-D-alanyl-L-leucine methyl ester trifluoroacetic acid salt), C(C)(C)(C)OC(=O)N[C@@H](COCC1=CC=CC=C1)C(=O)O (Nα -t-butoxycarbonyl-O-benzyl-L-serine). The solvent is C(C)N(CC)CC (triethylamine), C(C)N(CC)CC (triethylamine). Run at temperature -5 celsius, time 8 hour. Product: COC([C@@H](NC([C@H](NC([C@@H](NC([C@@H](NC(=O)OC(C)(C)C)COCC1=CC=CC=C1)=O)CC1=CC=C(C=C1)OCC1=CC=CC=C1)=O)C)=O)CC(C)C)=O (Nα -t-Butoxycarbonyl-O-benzyl-L-seryl-O-benzyl-L-tyrosyl-D-alanyl-L-leucine methyl ester). As a reaction SMILES: [CH3:1][O:2][C:3](=[O:34])[C@H:4]([CH2:30][CH:31]([CH3:33])[CH3:32])[NH:5][C:6](=[O:29])[C@@H:7]([CH3:28])[NH:8][C:9](=[O:27])[C@H:10]([CH2:12][C:13]1[CH:18]=[CH:17][C:16]([O:19][CH2:20][C:21]2[CH:26]=[CH:25][CH:24]=[CH:23][CH:22]=2)=[CH:15][CH:14]=1)[NH2:11].FC(F)(F)C(O)=O.COC(=O)[C@H](CC(C)C)NC(=O)[C@@H](C)NC(=O)[C@H](CC1C=CC(OCC2C=CC=CC=2)=CC=1)N.[C:76]([O:80][C:81]([NH:83][C@H:84]([C:94](O)=[O:95])[CH2:85][O:86][CH2:87][C:88]1[CH:93]=[CH:92][CH:91]=[CH:90][CH:89]=1)=[O:82])([CH3:79])([CH3:78])[CH3:77].C1(N=C=NC2CCCCC2)CCCCC1>C(N(CC)CC)C>[CH3:1][O:2][C:3](=[O:34])[C@H:4]([CH2:30][CH:31]([CH3:33])[CH3:32])[NH:5][C:6](=[O:29])[C@@H:7]([CH3:28])[NH:8][C:9](=[O:27])[C@H:10]([CH2:12][C:13]1[CH:18]=[CH:17][C:16]([O:19][CH2:20][C:21]2[CH:26]=[CH:25][CH:24]=[CH:23][CH:22]=2)=[CH:15][CH:14]=1)[NH:11][C:94](=[O:95])[C@H:84]([CH2:85][O:86][CH2:87][C:88]1[CH:93]=[CH:92][CH:91]=[CH:90][CH:89]=1)[NH:83][C:81]([O:80][C:76]([CH3:79])([CH3:77])[CH3:78])=[O:82] |f:1.2|. Procedure details: Nα -t-Butoxycarbonyl-O-benzyl-L-seryl-O-benzyl-L-tyrosyl-D-alanyl-L-leucine methyl ester is prepared from 10 mmoles of O-benzyl-L-tyrosyl-D-alanyl-L-leucine methyl ester is prepared from 10 mmoles of O-benzyl-L-tyrosyl-D-alanyl-L-leucine methyl ester trifluoroacetic acid salt by neutralizing to litmus with triethylamine in the cold and then adding 1.4 ml. (10 mmol) of additional triethylamine (pH 8.5). The cold solution is treated with 2.95 g. (10 mmol) of Nα -t-butoxycarbonyl-O-benzyl-L-serine,...